Dataset: the Open Reaction Database (ORD), a public repository of structured organic reaction records. Task: describe an organic reaction: reactants, conditions, products, and yield Starting materials: BrC=1N=C2C(=NC1)N(C=C2C=O)COCC[Si](C)(C)C (2-bromo-5-(2-trimethylsilanylethoxymethyl)-5H-pyrrolo[2,3-b]pyrazine-7-carbaldehyde), Cl(=O)[O-].[Na+] (sodium chlorite), P(=O)(O)(O)[O-].[K+] (potassium dihydrogen phosphate), acid. Run in O (H2O), O1CCOCC1 (dioxane), O (H2O). The product is BrC=1N=C2C(=NC1)N(C=C2C(=O)O)COCC[Si](C)(C)C (2-bromo-5-(2-trimethylsilanylethoxymethyl)-5H-pyrrolo[2,3-b]pyrazine-7-carboxylic acid). The yield is 114.0%. As a reaction SMILES: [Br:1][C:2]1[N:3]=[C:4]2[C:10]([CH:11]=[O:12])=[CH:9][N:8]([CH2:13][O:14][CH2:15][CH2:16][Si:17]([CH3:20])([CH3:19])[CH3:18])[C:5]2=[N:6][CH:7]=1.Cl([O-])=[O:22].[Na+].P([O-])(O)(O)=O.[K+]>O1CCOCC1.O>[Br:1][C:2]1[N:3]=[C:4]2[C:10]([C:11]([OH:22])=[O:12])=[CH:9][N:8]([CH2:13][O:14][CH2:15][CH2:16][Si:17]([CH3:20])([CH3:19])[CH3:18])[C:5]2=[N:6][CH:7]=1 |f:1.2,3.4|. Procedure: In a flask 2-bromo-5-(2-trimethylsilanylethoxymethyl)-5H-pyrrolo[2,3-b]pyrazine-7-carbaldehyde (3.11 g, 8.74 mmol) was dissolved in dioxane (120 mL) and H2O (30 mL) and the mixture cooled at 0° C. Sufamic acid (5.09 g, 52.4 mmol) was added, followed by a solution of sodium chlorite (1.28 g, 11.4 mmol) and potassium dihydrogen phosphate (14.3 g, 104.9 mmol) in H2O (75 mL) via an addition funnel over 15 min. The mixture was allowed to warm to room temperature over 2 h. The resulting yellow solid w... The reactants are O1C=C(C=C1)C=1C=C(C(=O)O)C=CC1 (3-(furan-3-yl)benzoic acid), C(C(=O)Cl)(=O)Cl (oxalyl chloride), NC1=C(C(=O)OC)C=C(C=C1)Cl (methyl 2-amino-5-chlorobenzoate), C(O)([O-])=O.[Na+] (sodium hydrogen carbonate). The solvent is C1CCOC1 (THF), CN(C=O)C (N,N-dimethylformamide), CC(=O)N(C)C (DMAc). Conditions: time 0.5 hour. Yields the product ClC=1C=CC(=C(C(=O)OC)C1)NC(=O)C1=CC(=CC=C1)C1=COC=C1 (methyl 5-chloro-2-({[3-(furan-3-yl)phenyl]carbonyl}amino)benzoate). Yield: 65.6%. Reaction SMILES: [O:1]1[CH:5]=[CH:4][C:3]([C:6]2[CH:7]=[C:8]([CH:12]=[CH:13][CH:14]=2)[C:9]([OH:11])=O)=[CH:2]1.C(Cl)(=O)C(Cl)=O.[NH2:21][C:22]1[CH:31]=[CH:30][C:29]([Cl:32])=[CH:28][C:23]=1[C:24]([O:26][CH3:27])=[O:25].C(=O)([O-])O.[Na+]>C1COCC1.CC(N(C)C)=O.CN(C)C=O>[Cl:32][C:29]1[CH:30]=[CH:31][C:22]([NH:21][C:9]([C:8]2[CH:12]=[CH:13][CH:14]=[C:6]([C:3]3[CH:4]=[CH:5][O:1][CH:2]=3)[CH:7]=2)=[O:11])=[C:23]([CH:28]=1)[C:24]([O:26][CH3:27])=[O:25] |f:3.4|. Reported procedure: 0.50 g (2.7 mmol) of 3-(furan-3-yl)benzoic acid, a catalytic amount of N,N-dimethylformamide (DMF), 0.78 g (3.7 mmol) of oxalyl chloride were stirred at 0° C. for 30 minutes in 10 mL of THF. Thereafter, the solvent was distilled off under reduced pressure. 0.49 g (2.7 mmol) of methyl 2-amino-5-chlorobenzoate and 5 mL of DMAc were added to the obtained residue at 0° C., and the mixture was stirred at room temperature for 0.5 hours. After the completion of the reaction, an aqueous sodium hydrogen ... The reactants are ClCCCBr, ClCCCOc1ccc(-c2c3c(nc4ccnn24)CCCCC3)cc1, Oc1ccc(-c2c3c(nc4ccnn24)CCC3)cc1. Yields the product ClCCCOc1ccc(-c2c3c(nc4ccnn24)CCC3)cc1. Reaction SMILES: [Br:45][CH2:46][CH2:47][CH2:48][Cl:49].[Cl:1][CH2:2][CH2:3][CH2:4][O:5][c:6]1[cH:7][cH:8][c:9](-[c:12]2[n:13]3[n:14][cH:15][cH:16][c:17]3[n:18][c:19]3[c:20]2[CH2:21][CH2:22][CH2:24][CH2:23][CH2:25]3)[cH:10][cH:11]1.[n:26]1[n:27]2[c:28]([n:29][c:30]3[c:31]([c:32]2-[c:33]2[cH:34][cH:35][c:36]([OH:37])[cH:38][cH:39]2)[CH2:40][CH2:41][CH2:42]3)[cH:43][cH:44]1>>[Cl:1][CH2:2][CH2:3][CH2:4][O:5][c:6]1[cH:7][cH:8][c:9](-[c:12]2[n:13]3[n:14][cH:15][cH:16][c:17]3[n:18][c:19]3[c:20]2[CH2:21][CH2:22][CH2:25]3)[cH:10][cH:11]1. Starting materials: CO, [H][H], O=C1OCc2cc(C#CCOC3CCCCO3)ccc21. Product: O=C1OCc2cc(CCCOC3CCCCO3)ccc21. Reaction SMILES: [CH3:23][OH:24].[H:21][H:22].[O:1]1[CH:2]([O:7][CH2:8][C:9]#[C:10][c:11]2[cH:12][c:13]3[c:17]([cH:18][cH:19]2)[C:16](=[O:20])[O:15][CH2:14]3)[CH2:3][CH2:4][CH2:5][CH2:6]1>>[O:1]1[CH:2]([O:7][CH2:8][CH2:9][CH2:10][c:11]2[cH:12][c:13]3[c:17]([cH:18][cH:19]2)[C:16](=[O:20])[O:15][CH2:14]3)[CH2:3][CH2:4][CH2:5][CH2:6]1. Starting materials: CC1=C(C(=O)O)C=CC=C1 (2-methylbenzoic acid), N1=CC(=CC=C1)C1(CCCC1)CN (C-(1-pyridin-3-yl-cyclopentyl)-methylamine). Yields the product CC1=C(C(=O)NCC2(CCCC2)C=2C=NC=CC2)C=CC=C1 (2-Methyl-N-(1-pyridin-3-yl-cyclopentylmethyl)-benzamide). Reaction SMILES: [CH3:1][C:2]1[CH:10]=[CH:9][CH:8]=[CH:7][C:3]=1[C:4]([OH:6])=O.[N:11]1[CH:16]=[CH:15][CH:14]=[C:13]([C:17]2([CH2:22][NH2:23])[CH2:21][CH2:20][CH2:19][CH2:18]2)[CH:12]=1>>[CH3:1][C:2]1[CH:10]=[CH:9][CH:8]=[CH:7][C:3]=1[C:4]([NH:23][CH2:22][C:17]1([C:13]2[CH:12]=[N:11][CH:16]=[CH:15][CH:14]=2)[CH2:21][CH2:20][CH2:19][CH2:18]1)=[O:6]. Procedure details: From 2-methylbenzoic acid and C-(1-pyridin-3-yl-cyclopentyl)-methylamine. LCMS (MH+): m/z=357.0, tR (minutes, Method B)=1.16 Starting materials: ClC(Cl)(Cl)Cl, C=CCSC1CC(=O)N1C(C(=S)OCc1ccc([N+](=O)[O-])cc1)=C(Oc1ccc(S(C)=O)cc1)C(=O)C(C)(C)C, Cl, ClCCl. Product: CS(=O)c1ccc(OC(C(=O)C(C)(C)C)=C(C(=S)OCc2ccc([N+](=O)[O-])cc2)N2C(=O)CC2Cl)cc1. Reaction SMILES: [C:45]([Cl:46])([Cl:47])([Cl:48])[Cl:49].[CH2:1]([S:2][CH:5]1[CH2:6][C:7](=[O:40])[N:8]1[C:9]([C:10](=[S:11])[O:12][CH2:13][c:14]1[cH:15][cH:16][c:17]([N+:20](=[O:21])[O-:22])[cH:18][cH:19]1)=[C:23]([C:24]([C:25]([CH3:26])([CH3:27])[CH3:28])=[O:29])[O:30][c:31]1[cH:32][cH:33][c:34]([S:37](=[O:38])[CH3:39])[cH:35][cH:36]1)[CH:3]=[CH2:4].[Cl:41].[Cl:42][CH2:43][Cl:44]>>[CH:5]1([Cl:42])[CH2:6][C:7](=[O:40])[N:8]1[C:9]([C:10](=[S:11])[O:12][CH2:13][c:14]1[cH:15][cH:16][c:17]([N+:20](=[O:21])[O-:22])[cH:18][cH:19]1)=[C:23]([C:24]([C:25]([CH3:26])([CH3:27])[CH3:28])=[O:29])[O:30][c:31]1[cH:32][cH:33][c:34]([S:37](=[O:38])[CH3:39])[cH:35][cH:36]1. The reactants are OC1=C(C=CC=C1)C1=NC2=CC(=CC=C2C(=N1)N1C[C@@H](CCC1)CNC(O[C@@H]1COCC1)=O)C ((S)-Tetrahydrofuran-3-yl ((S)-1-(2-(2-hydroxyphenyl)-7-methylquinazolin-4-yl)piperidin-3-yl)methylcarbamate), solution, Cl (HCl). Run in C(Cl)Cl (CH2Cl2), CCOCC (Et2O), CCOCC (Et2O). Run at time 30 minute. Yields the product Cl.OC1=C(C=CC=C1)C1=NC2=CC(=CC=C2C(=N1)N1C[C@@H](CCC1)CNC(O[C@@H]1COCC1)=O)C ((S)-tetrahydrofuran-3-yl ((S)-1-(2-(2-hydroxyphenyl)-7-methylquinazolin-4-yl)piperidin-3-yl)methylcarbamate hydrochloride). The yield is 86.0%. Reaction SMILES: [OH:1][C:2]1[CH:7]=[CH:6][CH:5]=[CH:4][C:3]=1[C:8]1[N:17]=[C:16]([N:18]2[CH2:23][CH2:22][CH2:21][C@@H:20]([CH2:24][NH:25][C:26](=[O:33])[O:27][C@H:28]3[CH2:32][CH2:31][O:30][CH2:29]3)[CH2:19]2)[C:15]2[C:10](=[CH:11][C:12]([CH3:34])=[CH:13][CH:14]=2)[N:9]=1.[ClH:35]>C(Cl)Cl.CCOCC>[ClH:35].[OH:1][C:2]1[CH:7]=[CH:6][CH:5]=[CH:4][C:3]=1[C:8]1[N:17]=[C:16]([N:18]2[CH2:23][CH2:22][CH2:21][C@@H:20]([CH2:24][NH:25][C:26](=[O:33])[O:27][C@H:28]3[CH2:32][CH2:31][O:30][CH2:29]3)[CH2:19]2)[C:15]2[C:10](=[CH:11][C:12]([CH3:34])=[CH:13][CH:14]=2)[N:9]=1 |f:4.5|. Procedure details: (S)-Tetrahydrofuran-3-yl ((S)-1-(2-(2-hydroxyphenyl)-7-methylquinazolin-4-yl)piperidin-3-yl)methylcarbamate (115 mg, 0.251 mmol) was suspended in 8 mL of anhydrous CH2Cl2 and gently heated until an homogenous solution was formed. After cooling to room temperature, a 2.0 M solution of HCl in Et2O (0.126 mL, 0.251 mmol) was added in one portion. The reaction mixture was diluted with 25 mL Et2O, and the product precipitated from the solution. The reaction was stirred for an additional 30 minutes be... Starting materials: O=C([O-])[O-], CC(C)=O, CN(C)C(=O)CCl, [K+], [K+], O=[N+]([O-])c1cn[nH]c1. Yields the product CN(C)C(=O)Cn1cc([N+](=O)[O-])cn1. Reaction SMILES: [C:16](=[O:17])([O-:18])[O-:19].[CH3:22][C:23](=[O:24])[CH3:25].[Cl:9][CH2:10][C:11](=[O:12])[N:13]([CH3:14])[CH3:15].[K+:20].[K+:21].[N+:1](=[O:2])([O-:3])[c:4]1[cH:5][n:6][nH:7][cH:8]1>>[N+:1](=[O:2])([O-:3])[c:4]1[cH:5][n:6]([CH2:10][C:11](=[O:12])[N:13]([CH3:14])[CH3:15])[n:7][cH:8]1. Starting materials: CCO, [Cl-], [Na+], [Na+], O=C([O-])[O-], O, [NH3+]O, O=C(Cc1ccccc1)Cc1ccccc1. Yields the product ON=C(Cc1ccccc1)Cc1ccccc1. As a reaction SMILES: [CH3:20][CH2:21][OH:22].[Cl-:17].[Na+:23].[Na+:24].[O-:25][C:26](=[O:27])[O-:28].[OH2:29].[OH:18][NH3+:19].[c:1]1([CH2:7][C:8]([CH2:9][c:10]2[cH:11][cH:12][cH:13][cH:14][cH:15]2)=[O:16])[cH:2][cH:3][cH:4][cH:5][cH:6]1>>[c:1]1([CH2:7][C:8]([CH2:9][c:10]2[cH:11][cH:12][cH:13][cH:14][cH:15]2)=[N:19][OH:18])[cH:2][cH:3][cH:4][cH:5][cH:6]1. Starting materials: hydrochloride salt, N (NH3), ON=C(C1=CN=CC=C1)Cl (N-Hydroxynicotinimidoyl chloride), C(#C)C=1C=C(C(=C(C1)F)F)F (5-ethynyl-1,2,3-trifluorobenzene). Yields the product FC=1C=C(C=C(C1F)F)C1=CC(=NO1)C=1C=NC=CC1 (5-(3,4,5-Trifluorophenyl)-3-(pyridin-3-yl)isoxazole). Reaction SMILES: [OH:1][N:2]=[C:3](Cl)[C:4]1[CH:9]=[CH:8][CH:7]=[N:6][CH:5]=1.[C:11]([C:13]1[CH:14]=[C:15]([F:21])[C:16]([F:20])=[C:17]([F:19])[CH:18]=1)#[CH:12].N>>[F:19][C:17]1[CH:18]=[C:13]([C:11]2[O:1][N:2]=[C:3]([C:4]3[CH:5]=[N:6][CH:7]=[CH:8][CH:9]=3)[CH:12]=2)[CH:14]=[C:15]([F:21])[C:16]=1[F:20]. Procedure details: The titled compound was prepared as the hydrochloride salt according to Method CB using the product of Example 1A (78 mg, 0.5 mmol) and 5-ethynyl-1,2,3-trifluorobenzene (Apollo, 78 mg, 0.5 mmol). 1H NMR (300 MHz, DMSO-d6) δ 7.69 (dd, J=7.9, 4.8 Hz, 1H), 7.85 (s, 1H), 7.95 (dd, J=8.7, 6.7 Hz, 2H), 8.35 (dt, J=8.1, 1.7 Hz, 1H), 8.79 (d, J=3.6 Hz, 1H), 9.11 (s, 1H) ppm; MS (DCI/NH3) m/z 277 (M+H)+.